This data is from the Open Reaction Database (ORD), a public repository of structured organic reaction records. The task is: describe an organic reaction: reactants, conditions, products, and yield Starting materials: CCOC(=O)C1CC(C#N)(c2ccsc2)CCC1=O, CC(=O)O, Cl, [Na+], [OH-], O. Product: N#CC1(c2ccsc2)CCC(=O)CC1. Reaction SMILES: [CH2:1]([O:2][C:3](=[O:4])[CH:6]1[C:7](=[O:19])[CH2:8][CH2:9][C:10]([c:12]2[cH:13][s:14][cH:15][cH:16]2)([C:17]#[N:18])[CH2:11]1)[CH3:5].[CH3:24][C:25](=[O:26])[OH:27].[ClH:23].[Na+:22].[OH-:21].[OH2:20]>>[CH2:6]1[C:7](=[O:19])[CH2:8][CH2:9][C:10]([c:12]2[cH:13][s:14][cH:15][cH:16]2)([C:17]#[N:18])[CH2:11]1.